From a dataset of the Open Reaction Database (ORD), a public repository of structured organic reaction records. describe an organic reaction: reactants, conditions, products, and yield Reactants: [Br-].C(C1=CC=CC=C1)[N+]12CCCC(CCC1)(C2)C(=O)OCC (1-benzyl-5-(ethoxycarbonyl)-1-azoniabicyclo[3.3.1]nonane bromide), CCO (EtOH). Reagents/catalysts: [Pd].[C] (Pd Carbon). Solvent: C(Cl)(Cl)Cl (CHCl3). Yields the product N12CCCC(CCC1)(C2)C(=O)OCC (ethyl 1-azabicyclo[3.3.1]nonane-5-carboxylate). Isolated yield 75.3%. RXN SMILES: [Br-].C([N+:9]12[CH2:17][C:13]([C:18]([O:20][CH2:21][CH3:22])=[O:19])([CH2:14][CH2:15][CH2:16]1)[CH2:12][CH2:11][CH2:10]2)C1C=CC=CC=1.CCO>[Pd].[C].C(Cl)(Cl)Cl>[N:9]12[CH2:17][C:13]([C:18]([O:20][CH2:21][CH3:22])=[O:19])([CH2:14][CH2:15][CH2:16]1)[CH2:12][CH2:11][CH2:10]2 |f:0.1,3.4|. Procedure details: A mixture of 1-benzyl-5-(ethoxycarbonyl)-1-azoniabicyclo[3.3.1]nonane bromide (932 mg), 10% Pd/Carbon with a 50% hydration (25 mg), and EtOH (15 mL) was stirred at room temperature under a hydrogen atmosphere of 3 atm. The reaction mixture was filtered through Celite and the filtrate was concentrated under reduced pressure to obtain a colorless solid. To this solid were added CHCl3 and a saturated aqueous NaHCO3 solution, and the organic layer was separated. Furthermore, the aqueous layer was ex...